Dataset: the Open Reaction Database (ORD), a public repository of structured organic reaction records. Task: describe an organic reaction: reactants, conditions, products, and yield The reactants are [Cl-].[Al+3].[Cl-].[Cl-] (aluminum chloride), C(C)(=O)NCC1CC2=CC=CC=C2C1 (2-(acetylaminomethyl)indane), ice water, C(C(=O)Cl)(=O)Cl (oxalyl chloride), C(CCC(=O)[O-])(=O)OC (monomethyl succinate). The reagents and catalysts are CN(C=O)C (dimethyl-formamide). Solvent: ClC(C)Cl (dichloroethane), ClC(C)Cl (dichloroethane). Conditions: time 5 hour. Yields the product C(C)(=O)NCC1CC2=CC=C(C=C2C1)C(CCC(=O)OC)=O (2-(acetylaminomethyl)-5-(3-methoxycarbonylpropionyl)indane). The yield is 93.4%. Reaction SMILES: C(Cl)(=O)C(Cl)=O.[C:7]([O:14][CH3:15])(=[O:13])[CH2:8][CH2:9][C:10]([O-:12])=O.[C:16]([NH:19][CH2:20][CH:21]1[CH2:29][C:28]2[C:23](=[CH:24][CH:25]=[CH:26][CH:27]=2)[CH2:22]1)(=[O:18])[CH3:17].[Cl-].[Al+3].[Cl-].[Cl-]>CN(C)C=O.ClC(Cl)C>[C:16]([NH:19][CH2:20][CH:21]1[CH2:29][C:28]2[C:23](=[CH:24][CH:25]=[C:26]([C:10](=[O:12])[CH2:9][CH2:8][C:7]([O:14][CH3:15])=[O:13])[CH:27]=2)[CH2:22]1)(=[O:18])[CH3:17] |f:3.4.5.6|. Procedure: 46.4 g of oxalyl chloride and 2 drops of dimethyl-formamide were added to 48.3 g of monomethyl succinate dissolved in 840 ml of dichloroethane. The mixture was stirred at room temperature for 5 hours. Then, under ice cooling, 34.6 g of 2-(acetylaminomethyl)indane dissolved in 280 ml of dichloroethane and 97.6 g of anhydrous aluminum chloride were added to the reaction mixture. After the mixture was stirred for 1 hour, the reaction mixture was poured into ice water. After the organic layer was co... Reactants: N[C@@](C(=O)O)(CC)C ((R)-2-amino-2-methyl-butyric acid), CO (MeOH), S(=O)(Cl)Cl (Thionyl chloride), CO (MeOH). Run at time 24 hour. The product is Cl.COC([C@](CC)(C)N)=O ((R)-2-amino-2-methyl-butyric acid methyl ester hydrochloride). RXN SMILES: S(Cl)([Cl:3])=O.[NH2:5][C@:6]([CH3:12])([CH2:10][CH3:11])[C:7]([OH:9])=[O:8].[CH3:13]O>>[ClH:3].[CH3:13][O:8][C:7](=[O:9])[C@@:6]([NH2:5])([CH3:12])[CH2:10][CH3:11] |f:3.4|. Procedure details: Thionyl chloride (0.50 mL) was added dropwise to dry MeOH (2 mL) at −10° C. After stirring at −10° C. for 1 h, a 0° C. solution of (R)-2-amino-2-methyl-butyric acid (0.068 g) in MeOH (1 mL) was added, and the mixture was allowed to warm to room temperature, and was stirred for an additional 24 h. The reaction mixture was concentrated in vacuo, repeatedly diluted with toluene (50 mL) and reconcentrated in vacuo to give 0.076 g (quant. yield) of (R)-2-amino-2-methyl-butyric acid methyl ester hydro... Reaction SMILES: [CH2:1]([O:3][C:4]([CH:6]([CH:10]=[CH:11][C:12]1[O:13][C:14]([CH2:17][CH3:18])=[CH:15][CH:16]=1)C(O)=O)=O)[CH3:2].C([O-])(=[O:21])C.[Na+].[C:24]([O:27][C:28](=O)[CH3:29])(=[O:26])C>>[C:1]([O:3][C:4]1[C:16]2[CH:15]=[C:14]([CH2:17][CH3:18])[O:13][C:12]=2[CH:11]=[C:10]([C:24]([O:27][CH2:28][CH3:29])=[O:26])[CH:6]=1)(=[O:21])[CH3:2] |f:1.2|. Isolated yield 28.0%. Yields the product C(C)(=O)OC1=CC(=CC2=C1C=C(O2)CC)C(=O)OCC (Ethyl 4-(acetyloxy)-2-ethyl-1-benzofuran-6-carboxylate). Reactants: C(C)OC(=O)C(C(=O)O)C=CC=1OC(=CC1)CC ((ethoxycarbonyl)-4-(5-ethyl-2-furyl)but-3-enoic acid), C(C)(=O)[O-].[Na+] (sodium acetate), C(C)(=O)OC(C)=O (acetic anhydride), petroleum ether EtOAc. Procedure: A mixture of (ethoxycarbonyl)-4-(5-ethyl-2-furyl)but-3-enoic acid (45.4 g, 0.18 mol) and sodium acetate (59.0, 0.72 mol) in acetic anhydride (450 mL) was heated to reflux for 5 hours. TLC (petroleum ether/EtOAc 4:1) indicated complete consumption of the starting material. The reaction mixture was concentrated and the residue was poured into 15% aq. Na2CO3 (500 mL), and extracted with EtOAc (500 mL×3). The combined organic layers was washed with brine (200 mL), dried over Na2SO4, and concentrated... The reactants are C(C)(=O)OCC(=O)NC=1C(=C(C(=C(C(=O)NCC(O)CC(CO)O)C1I)I)C(=O)NCC(O)CC(CO)O)I (5-Acetoxyacetamido-N,N'-bis[(2,3-dihydroxypropyl)-2-hydroxyethyl]-2,4,6-triiodoisophthalamide), C(C)(=O)OCC(=O)NC=1C(=C(C(=C(C(=O)Cl)C1I)I)C(=O)Cl)I (5-acetoxyacetamido-2,4,6-triiodoisophthaloyl chloride), OCCNCC(CO)O (3-(N-2-hydroxyethyl)amino-1,2-propanediol), C(=O)([O-])[O-].[Na+].[Na+] (Na2CO3). Run in CC(=O)N(C)C (DMAc), CCOC(=O)C.C(Cl)Cl (EtOAc CH2Cl2), CC(=O)N(C)C (DMAc). Product: OC(CC(CNC(C1=C(C(C(=O)NCC(O)CC(CO)O)=C(C(=C1I)NC(CO)=O)I)I)=O)O)CO (N,N'-Bis[(2,3-dihydroxypropyl)-2-hydroxyethyl]-5-hydroxyacetamido-2,4,6-triiodoisophthalamide). The yield is 86.0%. RXN SMILES: C([O:4][CH2:5][C:6]([NH:8][C:9]1[C:10]([I:39])=[C:11]([C:28]([NH:30][CH2:31][CH:32]([CH2:34][CH:35]([OH:38])[CH2:36][OH:37])[OH:33])=[O:29])[C:12]([I:27])=[C:13]([C:25]=1[I:26])[C:14]([NH:16][CH2:17][CH:18]([CH2:20][CH:21]([OH:24])[CH2:22][OH:23])[OH:19])=[O:15])=[O:7])(=O)C.C(OCC(NC1C(I)=C(C(Cl)=O)C(I)=C(C=1I)C(Cl)=O)=O)(=O)C.C([O-])([O-])=O.[Na+].[Na+].OCCNCC(O)CO>CC(N(C)C)=O.CCOC(C)=O.C(Cl)Cl>[OH:24][CH:21]([CH2:22][OH:23])[CH2:20][CH:18]([OH:19])[CH2:17][NH:16][C:14](=[O:15])[C:13]1[C:25]([I:26])=[C:9]([NH:8][C:6](=[O:7])[CH2:5][OH:4])[C:10]([I:39])=[C:11]([C:28]([NH:30][CH2:31][CH:32]([CH2:34][CH:35]([OH:38])[CH2:36][OH:37])[OH:33])=[O:29])[C:12]=1[I:27] |f:2.3.4,7.8|. Reported procedure: 5-Acetoxyacetamido-N,N'-bis[(2,3-dihydroxypropyl)-2-hydroxyethyl]-2,4,6-triiodoisophthalamide. 69 g (0.1 g-mole) of 5-acetoxyacetamido-2,4,6-triiodoisophthaloyl chloride is dissolved in DMAc (140 ml) and anhydrous Na2CO3 (31.8 g, 0.3 g-mole) is added. To the solution, a DMAc solution (87 ml) containing 26.2 g (0.3 g-mole) of 3-(N-2-hydroxyethyl)amino-1,2-propanediol is added. The mixture is heated and stirred at 35°-40° C. until the reaction is completed as determined by the TLC analysis (EtOAc/... Starting materials: CCOC(=O)N1CCC(N)(CCN)CC1, C[O-], CO, Cl, N#CBr, [Na+]. The product is Br, CCOC(=O)N1CCC2(CCN=C(N)N2)CC1. RXN SMILES: [CH2:2]([CH3:3])[O:4][C:5](=[O:6])[N:7]1[CH2:8][CH2:9][C:10]([CH2:13][CH2:14][NH2:15])([NH2:16])[CH2:11][CH2:12]1.[CH3:17][O-:18].[CH3:23][OH:24].[ClH:1].[N:20]#[C:21][Br:22].[Na+:19]>>[BrH:22].[CH2:2]([CH3:3])[O:4][C:5](=[O:6])[N:7]1[CH2:8][CH2:9][C:10]2([CH2:11][CH2:12]1)[CH2:13][CH2:14][N:15]=[C:21]([NH2:20])[NH:16]2. As a reaction SMILES: C(Cl)(=O)C.[C:5]([C:7]1[CH:8]=[C:9]2[C:13](=[CH:14][CH:15]=1)[CH2:12][N:11]([C:16]([NH:18][CH2:19][CH2:20][CH2:21][CH2:22][CH:23]1[CH2:28][CH2:27][NH:26][CH2:25][CH2:24]1)=[O:17])[CH2:10]2)#[N:6].NC1C=C2C(=CC=1)CN(C(N[C:42]1[CH:47]=[CH:46][C:45]([C:48](=[O:53])NCCC)=[CH:44][CH:43]=1)=O)C2>>[C:48]([N:26]1[CH2:25][CH2:24][CH:23]([CH2:22][CH2:21][CH2:20][CH2:19][NH:18][C:16]([N:11]2[CH2:10][C:9]3[C:13](=[CH:14][CH:15]=[C:7]([C:5]#[N:6])[CH:8]=3)[CH2:12]2)=[O:17])[CH2:28][CH2:27]1)(=[O:53])[C:45]1[CH:46]=[CH:47][CH:42]=[CH:43][CH:44]=1. Procedure details: The title compound was prepared as described in Example 278, substituting benzoyl chloride for acetyl chloride and 5-cyano-N-(4-(piperidin-4-yl)butyl)isoindoline-2-carboxamide for 5-amino-N-(4-(propylcarbamoyl)phenyl)isoindoline-2-carboxamide. 1H NMR (300 MHz, DMSO-d6) δ ppm 7.83 (s, 1H), 7.75 (dd, J=7.9, 1.5 Hz, 1H), 7.53 (d, J=7.9 Hz, 1H), 7.41-7.44 (m, 3H), 7.31-7.38 (m, 2H), 6.36 (t, J=5.5 Hz, 1H), 4.60-4.64 (m, 4H), 4.30-4.53 (m, 1H), 3.42-3.71 (m, 1H), 3.02-3.10 (m, 2H), 2.64-3.00 (m, 2H),... The reactants are C(C)(=O)Cl (acetyl chloride), C(#N)C=1C=C2CN(CC2=CC1)C(=O)NCCCCC1CCNCC1 (5-cyano-N-(4-(piperidin-4-yl)butyl)isoindoline-2-carboxamide), NC=1C=C2CN(CC2=CC1)C(=O)NC1=CC=C(C=C1)C(NCCC)=O (5-amino-N-(4-(propylcarbamoyl)phenyl)isoindoline-2-carboxamide). Product: C(C1=CC=CC=C1)(=O)N1CCC(CC1)CCCCNC(=O)N1CC2=CC=C(C=C2C1)C#N (N-[4-(1-benzoylpiperidin-4-yl)butyl]-5-cyano-1,3-dihydro-2H-isoindole-2-carboxamide). Reactants: N#CCBr, CC(C)(C)OC(=O)N1CCCN(c2nc3ccccc3n2CCO)CC1, CN(C)C=O, [Cl-], [H-], [NH4+], [Na+], C1CCOC1, O. Product: CC(C)(C)OC(=O)N1CCCN(c2nc3ccccc3n2CCOCC#N)CC1. Reaction SMILES: [Br:29][CH2:30][C:31]#[N:32].[C:1]([CH3:2])([CH3:3])([CH3:4])[O:5][C:6](=[O:7])[N:8]1[CH2:9][CH2:10][N:11]([c:15]2[n:16][c:17]3[c:18]([n:19]2[CH2:20][CH2:21][OH:22])[cH:23][cH:24][cH:25][cH:26]3)[CH2:12][CH2:13][CH2:14]1.[CH3:36][N:37]([CH3:38])[CH:39]=[O:40].[Cl-:33].[H-:27].[NH4+:34].[Na+:28].[O:41]1[CH2:42][CH2:43][CH2:44][CH2:45]1.[OH2:35]>>[C:1]([CH3:2])([CH3:3])([CH3:4])[O:5][C:6](=[O:7])[N:8]1[CH2:9][CH2:10][N:11]([c:15]2[n:16][c:17]3[c:18]([n:19]2[CH2:20][CH2:21][O:22][CH2:30][C:31]#[N:32])[cH:23][cH:24][cH:25][cH:26]3)[CH2:12][CH2:13][CH2:14]1. The reactants are ClC=1C=C(C=CC1)S(=O)(=O)NCCC1=CC=C(C=C1)C(CCC(=O)OCC)=O (Ethyl 4-{4-[2-(3-chlorobenzenesulphonylamino)-ethyl]-phenyl}-4-oxobutanoate), [OH-].[Na+] (sodium hydroxide). The solvent is CO (methanol). Yields the product ClC=1C=C(C=CC1)S(=O)(=O)NCCC1=CC=C(C=C1)C(CCC(=O)O)=O (4-{4-[2-(3-Chlorobenzenesulphonylamino)-ethyl]-phenyl}-4-oxobutanoic acid). RXN SMILES: [Cl:1][C:2]1[CH:3]=[C:4]([S:8]([NH:11][CH2:12][CH2:13][C:14]2[CH:19]=[CH:18][C:17]([C:20](=[O:28])[CH2:21][CH2:22][C:23]([O:25]CC)=[O:24])=[CH:16][CH:15]=2)(=[O:10])=[O:9])[CH:5]=[CH:6][CH:7]=1.[OH-].[Na+]>CO>[Cl:1][C:2]1[CH:3]=[C:4]([S:8]([NH:11][CH2:12][CH2:13][C:14]2[CH:19]=[CH:18][C:17]([C:20](=[O:28])[CH2:21][CH2:22][C:23]([OH:25])=[O:24])=[CH:16][CH:15]=2)(=[O:9])=[O:10])[CH:5]=[CH:6][CH:7]=1 |f:1.2|. Procedure: A mixture of 5.0 g. (11.8 mmole) of the product obtained according to (d), 18 ml. 2N aqueous sodium hydroxide solution and 20 ml. methanol is stirred for 3 hours at 50° C. The methanol is then distilled off in a vacuum and the aqueous solution is extracted with diethyl ether. Subsequently, it is acidified with 6N hydrochloric acid and the precipitated acid is filtered off with suction, washed with water and dried over potassium hydroxide. Yield 4.6 g. (quantitative); m.p. 126°-128° C. Reactants: CC(=O)O, Cn1c2ccc(N)cc2c2c3c(c(-c4ccccc4Cl)cc21)C(=O)NC3=O. As a reaction SMILES: [CH3:28][C:29]([OH:30])=[O:31].[NH2:1][c:2]1[cH:3][c:4]2[c:5]3[c:6]4[c:7]([c:8](-[c:16]5[c:17]([Cl:22])[cH:18][cH:19][cH:20][cH:21]5)[cH:9][c:10]3[n:11]([CH3:15])[c:12]2[cH:13][cH:14]1)[C:23](=[O:27])[NH:24][C:25]4=[O:26]>>[NH:1]([c:2]1[cH:3][c:4]2[c:5]3[c:6]4[c:7]([c:8](-[c:16]5[c:17]([Cl:22])[cH:18][cH:19][cH:20][cH:21]5)[cH:9][c:10]3[n:11]([CH3:15])[c:12]2[cH:13][cH:14]1)[C:23](=[O:27])[NH:24][C:25]4=[O:26])[C:29]([CH3:28])=[O:30]. Product: CC(=O)Nc1ccc2c(c1)c1c3c(c(-c4ccccc4Cl)cc1n2C)C(=O)NC3=O. Product: Fc1ccc(Nc2nc(Cl)nc(NN=Cc3ccc(OC(F)(F)F)cc3)n2)cc1C(F)(F)F. Reactants: CCN(C(C)C)C(C)C, Fc1ccc(Nc2nc(Cl)nc(Cl)n2)cc1C(F)(F)F, NN=Cc1ccc(OC(F)(F)F)cc1, C1COCCO1. RXN SMILES: [CH:21]([N:22]([CH:23]([CH3:24])[CH3:25])[CH2:26][CH3:27])([CH3:28])[CH3:29].[Cl:1][c:2]1[n:3][c:4]([NH:9][c:10]2[cH:11][c:12]([C:17]([F:18])([F:19])[F:20])[c:13]([F:16])[cH:14][cH:15]2)[n:5][c:6]([Cl:8])[n:7]1.[F:30][C:31]([O:32][c:33]1[cH:34][cH:35][c:36]([CH:39]=[N:40][NH2:41])[cH:37][cH:38]1)([F:42])[F:43].[O:44]1[CH2:45][CH2:46][O:47][CH2:48][CH2:49]1>>[c:2]1([NH:41][N:40]=[CH:39][c:36]2[cH:35][cH:34][c:33]([O:32][C:31]([F:30])([F:42])[F:43])[cH:38][cH:37]2)[n:3][c:4]([NH:9][c:10]2[cH:11][c:12]([C:17]([F:18])([F:19])[F:20])[c:13]([F:16])[cH:14][cH:15]2)[n:5][c:6]([Cl:8])[n:7]1.